From a dataset of the Open Reaction Database (ORD), a public repository of structured organic reaction records. describe an organic reaction: reactants, conditions, products, and yield Reactants: [Br-], N#Cc1nn(-c2c(Cl)cc(C(F)(F)F)cc2Cl)cc1C1CC(=O)C1, [Li]CCCC, C[P+](c1ccccc1)(c1ccccc1)c1ccccc1, CCOCC, O. Product: C=C1CC(c2cn(-c3c(Cl)cc(C(F)(F)F)cc3Cl)nc2C#N)C1. RXN SMILES: [Br-:31].[C:6](#[N:7])[c:8]1[n:9][n:10](-[c:18]2[c:19]([Cl:29])[cH:20][c:21]([C:25]([F:26])([F:27])[F:28])[cH:22][c:23]2[Cl:24])[cH:11][c:12]1[CH:13]1[CH2:14][C:15](=[O:17])[CH2:16]1.[CH2:1]([Li:2])[CH2:3][CH2:4][CH3:5].[CH3:32][P+:33]([c:34]1[cH:35][cH:36][cH:37][cH:38][cH:39]1)([c:40]1[cH:41][cH:42][cH:43][cH:44][cH:45]1)[c:46]1[cH:47][cH:48][cH:49][cH:50][cH:51]1.[CH3:52][CH2:53][O:54][CH2:55][CH3:56].[OH2:30]>>[CH2:1]=[C:15]1[CH2:14][CH:13]([c:12]2[c:8]([C:6]#[N:7])[n:9][n:10](-[c:18]3[c:19]([Cl:29])[cH:20][c:21]([C:25]([F:26])([F:27])[F:28])[cH:22][c:23]3[Cl:24])[cH:11]2)[CH2:16]1. Reactants: [Br-], [Br-], [Br-], CCCC[N+](CCCC)(CCCC)CCCC, CCCC[N+](CCCC)(CCCC)CCCC, CCCC[N+](CCCC)(CCCC)CCCC, Cc1c(N)cc2c(c1C)OC(C)(C)C2=O, [Na+], [Na+], C1CCOC1, O=S([O-])[O-]. Product: Cc1c(C)c2c(c(Br)c1N)C(=O)C(C)(C)O2. As a reaction SMILES: [Br-:1].[Br-:2].[Br-:3].[CH2:21]([N+:22]([CH2:23][CH2:24][CH2:25][CH3:26])([CH2:27][CH2:28][CH2:29][CH3:30])[CH2:31][CH2:32][CH2:33][CH3:34])[CH2:35][CH2:36][CH3:37].[CH2:38]([N+:39]([CH2:40][CH2:41][CH2:42][CH3:43])([CH2:44][CH2:45][CH2:46][CH3:47])[CH2:48][CH2:49][CH2:50][CH3:51])[CH2:52][CH2:53][CH3:54].[CH2:4]([N+:5]([CH2:6][CH2:7][CH2:8][CH3:9])([CH2:10][CH2:11][CH2:12][CH3:13])[CH2:14][CH2:15][CH2:16][CH3:17])[CH2:18][CH2:19][CH3:20].[NH2:55][c:56]1[c:57]([CH3:69])[c:58]([CH3:68])[c:59]2[c:60]([cH:67]1)[C:61](=[O:66])[C:62]([CH3:64])([CH3:65])[O:63]2.[Na+:74].[Na+:75].[O:76]1[CH2:77][CH2:78][CH2:79][CH2:80]1.[S:70]([O-:71])([O-:72])=[O:73]>>[Br:1][c:67]1[c:56]([NH2:55])[c:57]([CH3:69])[c:58]([CH3:68])[c:59]2[c:60]1[C:61](=[O:66])[C:62]([CH3:64])([CH3:65])[O:63]2. Starting materials: O=C(Cl)C1CCCCC1, CCN(C(C)C)C(C)C, ClCCl, Cl, [Na+], O=C([O-])O, Cc1ccc(S(=O)(=O)n2ccc3nc(CN)cnc32)cc1. Product: Cc1ccc(S(=O)(=O)n2ccc3nc(CNC(=O)C4CCCCC4)cnc32)cc1. RXN SMILES: [CH:23]1([C:29](=[O:30])[Cl:31])[CH2:24][CH2:25][CH2:26][CH2:27][CH2:28]1.[CH:32]([N:33]([CH2:34][CH3:35])[CH:36]([CH3:37])[CH3:38])([CH3:39])[CH3:40].[Cl:46][CH2:47][Cl:48].[ClH:1].[Na+:45].[O-:41][C:42]([OH:43])=[O:44].[S:2](=[O:3])(=[O:4])([c:5]1[cH:6][cH:7][c:8]([CH3:9])[cH:10][cH:11]1)[n:12]1[cH:13][cH:14][c:15]2[c:16]1[n:17][cH:18][c:19]([CH2:21][NH2:22])[n:20]2>>[S:2](=[O:3])(=[O:4])([c:5]1[cH:6][cH:7][c:8]([CH3:9])[cH:10][cH:11]1)[n:12]1[cH:13][cH:14][c:15]2[c:16]1[n:17][cH:18][c:19]([CH2:21][NH:22][C:29]([CH:23]1[CH2:24][CH2:25][CH2:26][CH2:27][CH2:28]1)=[O:30])[n:20]2. Starting materials: CCCCCCCCCCCCOC(=O)C(C)N(C)C (DDAIP), CN(C(C(=O)OCCCCCCCCCCCC)C)C (dodecyl 2-(dimethylamino)propanoate), C(C)S(=O)(=O)O (ethane sulfonic acid). Solvent: C(C)(=O)OCC (ethyl acetate). Reaction conditions: time 12 hour. The product is C(C)S(=O)(=O)O.CN(C(C(=O)OCCCCCCCCCCCC)C)C (dodecyl 2-(dimethylamino)propanoate ethane sulfonate salt). The yield is 98.4%. Reaction SMILES: [CH3:1][CH2:2][CH2:3][CH2:4][CH2:5][CH2:6][CH2:7][CH2:8][CH2:9][CH2:10][CH2:11][CH2:12][O:13][C:14]([CH:16]([N:18]([CH3:20])[CH3:19])[CH3:17])=[O:15].[CH2:21]([S:23]([OH:26])(=[O:25])=[O:24])[CH3:22]>C(OCC)(=O)C>[CH2:21]([S:23]([OH:26])(=[O:25])=[O:24])[CH3:22].[CH3:19][N:18]([CH3:20])[CH:16]([CH3:17])[C:14]([O:13][CH2:12][CH2:11][CH2:10][CH2:9][CH2:8][CH2:7][CH2:6][CH2:5][CH2:4][CH2:3][CH2:2][CH3:1])=[O:15] |f:3.4|. Procedure: A stirred solution of DDAIP base 4 (85 g, 298 mmol) in ethyl acetate (600 mL) was cooled to 0° C., then ethane sulfonic acid 20 (32.79 g, 298 mmol) was added in one lot. After addition, the temperature of the reaction mixture was slowly raised to RT, stirred at RT for 12 h and the reaction mixture was monitored by TLC. The reaction mixture was concentrated under vacuum and flushed with hexane. The obtained residue was taken in n-hexane (200 mL) and stirred at RT for 2 h (No solid). The obtained ... The reactants are O=C(Cl)COCc1ccccc1, CC(C)(C)[Si](C)(C)Oc1ccc2c(c1)CCC(c1ccc(O[Si](C)(C)C(C)(C)C)cc1NCc1ccc(OCCN3CCCCCC3)cc1)C2. Reaction SMILES: [CH2:51]([c:52]1[cH:53][cH:54][cH:55][cH:56][cH:57]1)[O:58][CH2:59][C:60]([Cl:61])=[O:62].[N:1]1([CH2:8][CH2:9][O:10][c:11]2[cH:12][cH:13][c:14]([CH2:15][NH:16][c:17]3[c:18]([CH:31]4[CH2:32][c:33]5[cH:34][cH:35][c:36]([O:41][Si:42]([CH3:43])([CH3:44])[C:45]([CH3:46])([CH3:47])[CH3:48])[cH:37][c:38]5[CH2:39][CH2:40]4)[cH:19][cH:20][c:21]([O:23][Si:24]([CH3:25])([CH3:26])[C:27]([CH3:28])([CH3:29])[CH3:30])[cH:22]3)[cH:49][cH:50]2)[CH2:2][CH2:3][CH2:4][CH2:5][CH2:6][CH2:7]1>>[N:1]1([CH2:8][CH2:9][O:10][c:11]2[cH:12][cH:13][c:14]([CH2:15][N:16]([c:17]3[c:18]([CH:31]4[CH2:32][c:33]5[cH:34][cH:35][c:36]([O:41][Si:42]([CH3:43])([CH3:44])[C:45]([CH3:46])([CH3:47])[CH3:48])[cH:37][c:38]5[CH2:39][CH2:40]4)[cH:19][cH:20][c:21]([O:23][Si:24]([CH3:25])([CH3:26])[C:27]([CH3:28])([CH3:29])[CH3:30])[cH:22]3)[CH2:60][CH2:59][O:58][CH2:51][c:52]3[cH:53][cH:54][cH:55][cH:56][cH:57]3)[cH:49][cH:50]2)[CH2:2][CH2:3][CH2:4][CH2:5][CH2:6][CH2:7]1. Yields the product CC(C)(C)[Si](C)(C)Oc1ccc2c(c1)CCC(c1ccc(O[Si](C)(C)C(C)(C)C)cc1N(CCOCc1ccccc1)Cc1ccc(OCCN3CCCCCC3)cc1)C2. The reactants are NC1=C(C=C(C=C1)C(C(=O)O)C)Cl (2-(4-amino-3-chlorophenyl) propionic acid), N(=O)[O-].[Na+] (sodium nitrite), ClC=1C=C(C=CC1NN)C(C(=O)O)C (2-(3-chloro-4-hydrazinophenyl)propionic acid), C(C)OC(C(C)C1=CC(=C(C=C1)N1N=CC=C1)Cl)=O (2-[3-chloro-4-(pyrazol-1-yl)phenyl]propionic acid ethyl ester), [OH-].[Na+] (sodium hydroxide), solution, S(=O)(O)[O-].[Na+] (sodium hydrogen sulfite), C(C)OC(CC(OCC)OCC)OCC (1,1,3,3-tetraethoxypropane). Solvent: Cl (hydrochloric acid), O (water), Cl (hydrochloric acid). Run at temperature 100 celsius, time 1 hour. Product: ClC=1C=C(C=CC1N1N=CC=C1)C(C(=O)O)C (2-[3-chloro-4-(pyrazol-1-yl)phenyl]propionic acid). The yield is 96.0%. As a reaction SMILES: NC1C=CC(C(C)C(O)=O)=CC=1Cl.N([O-])=O.[Na+].S([O-])(O)=O.[Na+].ClC1C=C(C(C)C(O)=O)C=CC=1NN.C(OC(OCC)CC(OCC)OCC)C.[OH-].[Na+].C([O:56][C:57](=[O:72])[CH:58]([C:60]1[CH:65]=[CH:64][C:63]([N:66]2[CH:70]=[CH:69][CH:68]=[N:67]2)=[C:62]([Cl:71])[CH:61]=1)[CH3:59])C>Cl.O>[Cl:71][C:62]1[CH:61]=[C:60]([CH:58]([CH3:59])[C:57]([OH:72])=[O:56])[CH:65]=[CH:64][C:63]=1[N:66]1[CH:70]=[CH:69][CH:68]=[N:67]1 |f:1.2,3.4,7.8|. Procedure: 20 g (100 mmoles) of 2-(4-amino-3-chlorophenyl) propionic acid are dissolved in 20 ml of concentrated hydrochloric acid and diazotized with 6.9 g of sodium nitrite in 20 ml of water at from -2° to -6° C. The solution is thereafter stirred for a further hour and subsequently stirred into 100 ml of a freshly-prepared, ice-cold, 5.5 N solution of sodium hydrogen sulfite. Heating is then effected slowly to a temperature of from 60° to 70° C. After one hour, acidification is effected with concentrate... Starting materials: CCCCCCCCCCCCc1ccncc1, CC(C)=O, ICCCc1ccccc1. Product: CCCCCCCCCCCCc1cc[n+](CCCc2ccccc2)cc1, [I-]. RXN SMILES: [CH2:11]([CH2:12][CH2:13][CH2:14][CH2:15][CH2:16][CH2:17][CH2:18][CH2:19][CH2:20][CH2:21][CH3:22])[c:23]1[cH:24][cH:25][n:26][cH:27][cH:28]1.[CH3:29][C:30](=[O:31])[CH3:32].[I:1][CH2:2][CH2:3][CH2:4][c:5]1[cH:6][cH:7][cH:8][cH:9][cH:10]1>>[CH2:2]([CH2:3][CH2:4][c:5]1[cH:6][cH:7][cH:8][cH:9][cH:10]1)[n+:26]1[cH:25][cH:24][c:23]([CH2:11][CH2:12][CH2:13][CH2:14][CH2:15][CH2:16][CH2:17][CH2:18][CH2:19][CH2:20][CH2:21][CH3:22])[cH:28][cH:27]1.[I-:1]. Starting materials: ClC1=NC=CC(=N1)C1=CN=C2N1C=CC=C2 (3-(2-chloropyrimidin-4-yl)-imidazo[1,2-a]pyridine), NC1CCC(CC1)NS(=O)(=O)C (N-(4-amino-cyclohexyl)-methanesulfonamide), TEA. Run in CN1CCCC1=O (NMP), O (water). Conditions: temperature 105 celsius, time 10 hour. Product: N=1C=C(N2C1C=CC=C2)C2=NC(=NC=C2)NC2CCC(CC2)NS(=O)(=O)C (N-[4-(4-imidazo[1,2-a]pyridin-3-yl-pyrimidin-2-ylamino)-cyclohexyl]-methanesulfonamide). The yield is 2.8%. RXN SMILES: Cl[C:2]1[N:7]=[C:6]([C:8]2[N:12]3[CH:13]=[CH:14][CH:15]=[CH:16][C:11]3=[N:10][CH:9]=2)[CH:5]=[CH:4][N:3]=1.[NH2:17][CH:18]1[CH2:23][CH2:22][CH:21]([NH:24][S:25]([CH3:28])(=[O:27])=[O:26])[CH2:20][CH2:19]1>CN1C(=O)CCC1.O>[N:10]1[CH:9]=[C:8]([C:6]2[CH:5]=[CH:4][N:3]=[C:2]([NH:17][CH:18]3[CH2:23][CH2:22][CH:21]([NH:24][S:25]([CH3:28])(=[O:27])=[O:26])[CH2:20][CH2:19]3)[N:7]=2)[N:12]2[CH:13]=[CH:14][CH:15]=[CH:16][C:11]=12. Reported procedure: A mixture of 3-(2-chloropyrimidin-4-yl)-imidazo[1,2-a]pyridine (0.125 g), N-(4-amino-cyclohexyl)-methanesulfonamide (0.372 g), and TEA (0.38 mL) in NMP (3 mL) was stirred at 105° C. for 10 h. The reaction mixture was cooled to RT, diluted with water, and the resulting solid filtered, washed with water, and dried. The product was purified by ISCO using 100% DCM to 15% MeOH/DCM, the pure fractions combined and concentrated, then titurated with EtOAc. The resulting solid was filtered and dried at 5... Starting materials: Cl (hydrogen chloride), BrC(C(=O)C1=CC=C(NS(=O)(=O)C)C=C1)C (4'-(2-bromopropionyl)methanesulfonanilide), α,60 -dimethylphenethylamine, C(C)#N (acetonitrile). The solvent is CC(CC)=O (butanone). Yields the product Cl.CS(=O)(=O)NC1=CC=CC=C1 (METHANESULFONANILIDE HYDROCHLORIDE). As a reaction SMILES: BrC(C)C([C:5]1[CH:15]=[CH:14][C:8]([NH:9][S:10]([CH3:13])(=[O:12])=[O:11])=[CH:7][CH:6]=1)=O.C(#N)C.[ClH:20]>CC(=O)CC>[ClH:20].[CH3:13][S:10]([NH:9][C:8]1[CH:7]=[CH:6][CH:5]=[CH:15][CH:14]=1)(=[O:12])=[O:11] |f:4.5|. Procedure details: A mixture of 4'-(2-bromopropionyl)methanesulfonanilide (15.3 g., 0.05 mole) and α,60 -dimethylphenethylamine (16.42 g., 0.11 mole) in 200 ml. of acetonitrile is refluxed for a period of 16 hr. The product is isolated by concentrating the reaction mixture under reduced pressure, dissolving the residue in chloroform which is then washed with water, dried over magnesium sulfate, filtered through diatomaceous earth and concentrated to provide an oily residue of the crude product free base. The resid... The reactants are ClCCl (dichloromethane), NC1=C2C=CC(NC2=CC=C1)=O (5-aminoquinolin-2(1H)-one), imine, COC1=C(C=CC(=C1)C)C(CC(C=O)(C(F)(F)F)O)(C)C (4-(2-methoxy-4-methylphenyl)-2-hydroxy-4-methyl-2-(trifluoromethyl)pentanal). The reagents and catalysts are [Ti](Cl)(Cl)(Cl)Cl (titanium tetrachloride). The product is OC1(C(C2=CC=C(C(=C2C(C1)(C)C)OC)C)NC1=C2C=CC(NC2=CC=C1)=O)C(F)(F)F (5-{[2-Hydroxy-5-methoxy-2-(trifluoromethyl)-4,4,6-trimethyl-1,2,3,4-tetrahydronaphthalen-1-yl]amino}-quinolin-2(1H)-one), imine. RXN SMILES: [CH3:1][O:2][C:3]1[CH:8]=[C:7](C)[CH:6]=[CH:5][C:4]=1[C:10]([CH3:21])([CH3:20])[CH2:11][C:12]([OH:19])([C:15]([F:18])([F:17])[F:16])[CH:13]=O.[NH2:22][C:23]1[CH:32]=[CH:31][CH:30]=[C:29]2[C:24]=1[CH:25]=[CH:26][C:27](=[O:33])[NH:28]2.Cl[CH2:35]Cl>[Ti](Cl)(Cl)(Cl)Cl>[OH:19][C:12]1([C:15]([F:16])([F:18])[F:17])[CH2:11][C:10]([CH3:20])([CH3:21])[C:4]2[C:5](=[CH:6][CH:7]=[C:8]([CH3:35])[C:3]=2[O:2][CH3:1])[CH:13]1[NH:22][C:23]1[CH:32]=[CH:31][CH:30]=[C:29]2[C:24]=1[CH:25]=[CH:26][C:27](=[O:33])[NH:28]2. Procedure: Analogously to Example 10, the corresponding imine is produced starting from 600 mg of 4-(2-methoxy-4-methylphenyl)-2-hydroxy-4-methyl-2-(trifluoromethyl)pentanal and 315 mg of 5-aminoquinolin-2(1H)-one. 12 mg of the title compound is obtained by reaction of 370 mg of the imine with 8.3 ml of titanium tetrachloride (1 M in dichloromethane) in 20 ml of dichloromethane.